From a dataset of the Open Reaction Database (ORD), a public repository of structured organic reaction records. describe an organic reaction: reactants, conditions, products, and yield Reactants: NC1=NC2=CC=C(C=C2C(=C1C#N)NCC1=CC=CC=C1)N1CCN(CC1)C (2-amino-3-cyano-4-benzylamino-6-(4-methylpiperazino)quinoline), COC1=CC=C(C(=O)Cl)C=C1 (4-methoxybenzoyl chloride), ice water. Solvent: N1=CC=CC=C1 (pyridine). Product: COC1=CC=C(C(=O)N(C2=NC3=CC=C(C=C3C(=C2C#N)NCC2=CC=CC=C2)N2CCN(CC2)C)C(C2=CC=C(C=C2)OC)=O)C=C1 (4-Methoxy-N-(4-methoxybenzoyl)-N-[6-(4-methylpiperazin-1-yl)-4-benzylamino-3-cyanoquinolin-2-yl]benzamide). RXN SMILES: [NH2:1][C:2]1[C:11]([C:12]#[N:13])=[C:10]([NH:14][CH2:15][C:16]2[CH:21]=[CH:20][CH:19]=[CH:18][CH:17]=2)[C:9]2[C:4](=[CH:5][CH:6]=[C:7]([N:22]3[CH2:27][CH2:26][N:25]([CH3:28])[CH2:24][CH2:23]3)[CH:8]=2)[N:3]=1.[CH3:29][O:30][C:31]1[CH:39]=[CH:38][C:34]([C:35](Cl)=[O:36])=[CH:33][CH:32]=1>N1C=CC=CC=1>[CH3:29][O:30][C:31]1[CH:39]=[CH:38][C:34]([C:35]([N:1]([C:35](=[O:36])[C:34]2[CH:38]=[CH:39][C:31]([O:30][CH3:29])=[CH:32][CH:33]=2)[C:2]2[C:11]([C:12]#[N:13])=[C:10]([NH:14][CH2:15][C:16]3[CH:17]=[CH:18][CH:19]=[CH:20][CH:21]=3)[C:9]3[C:4](=[CH:5][CH:6]=[C:7]([N:22]4[CH2:23][CH2:24][N:25]([CH3:28])[CH2:26][CH2:27]4)[CH:8]=3)[N:3]=2)=[O:36])=[CH:33][CH:32]=1. Reported procedure: To the solution of 0.6 g of 2-amino-3-cyano-4-benzylamino-6-(4-methylpiperazino)quinoline in 2 mL of pyridine, 0.6 mL of 4-methoxybenzoyl chloride is added under stirring and cooling. The reaction mixture is stirred at 80° C. for 8 hours, and then poured onto 5 mL of ice-water. The precipitated material is filtered off, washed twice with 3 mL of water. After drying 0.63 g of the title compound is obtained, m.p.: 176° C. Reactants: ClC1=NC=C(C=N1)S(=O)(=O)C (2-chloro-5-(methylsulfonyl)pyrimidine), [H-].[Na+] (Sodium hydride), O1COC2=C1C=CC(=C2)C=2C(=NNC2NS(=O)(=O)C2=CC=C(C=C2)C(C)(C)C)OCCO (N-[4-(1,3-benzodioxol-5-yl)-3-(2-hydroxyethoxy)-1H-pyrazol-5-yl]-4-(tert-butyl)benzenesulfonamide), ClC1=NC=C(C=N1)S(=O)(=O)C (2-chloro-5-(methylsulfonyl)pyrimidine), Cl (HCl). Run in C(C)(=O)OCC (ethyl acetate), CCOCC (ether), O1CCCC1 (tetrahydrofuran), O1CCCC1 (tetrahydrofuran), CC(=O)N(C)C (dimethylacetamide), O1CCCC1 (tetrahydrofurane). Run at time 4 hour. The product is O1COC2=C1C=CC(=C2)C=2C(=NNC2NS(=O)(=O)C2=CC=C(C=C2)C(C)(C)C)OCCOC2=NC=C(C=N2)S(=O)(=O)C (N-[4-(1,3-benzodioxol-5-yl)-3-(2-{[5-(methylsulfonyl)-2-pyrimidinyl]oxy}ethoxy)-1H-pyrazol-5-yl]-4-(tert-butyl)benzenesulfonamide). Reaction SMILES: [H-].[Na+].[O:3]1[C:7]2[CH:8]=[CH:9][C:10]([C:12]3[C:13]([O:31][CH2:32][CH2:33][OH:34])=[N:14][NH:15][C:16]=3[NH:17][S:18]([C:21]3[CH:26]=[CH:25][C:24]([C:27]([CH3:30])([CH3:29])[CH3:28])=[CH:23][CH:22]=3)(=[O:20])=[O:19])=[CH:11][C:6]=2[O:5][CH2:4]1.Cl[C:36]1[N:41]=[CH:40][C:39]([S:42]([CH3:45])(=[O:44])=[O:43])=[CH:38][N:37]=1.Cl>O1CCCC1.C(OCC)(=O)C.CCOCC.CC(N(C)C)=O>[O:3]1[C:7]2[CH:8]=[CH:9][C:10]([C:12]3[C:13]([O:31][CH2:32][CH2:33][O:34][C:36]4[N:41]=[CH:40][C:39]([S:42]([CH3:45])(=[O:44])=[O:43])=[CH:38][N:37]=4)=[N:14][NH:15][C:16]=3[NH:17][S:18]([C:21]3[CH:26]=[CH:25][C:24]([C:27]([CH3:30])([CH3:28])[CH3:29])=[CH:23][CH:22]=3)(=[O:20])=[O:19])=[CH:11][C:6]=2[O:5][CH2:4]1 |f:0.1|. Procedure details: Sodium hydride (60% dispersion in oil, 20 mg) was added at 0° C. under an atmosphere of nitrogen, to a solution of N-[4-(1,3-benzodioxol-5-yl)-3-(2-hydroxyethoxy)-1H-pyrazol-5-yl]-4-(tert-butyl)benzenesulfonamide (Example 79) (50 mg) in a mixture of anhydrous tetrahydrofuran (3 ml) and anhydrous dimethylacetamide (0.8 ml). The reaction mixture was stirred for 10 minutes at 0° C. before a solution of 2-chloro-5-(methylsulfonyl)pyrimidine (42 mg) in anhydrous tetrahydrofuran (1 ml) was added. The ... Starting materials: C1(CC1)C(=O)N1[C@H](CCC2=C(C(=CC=C12)N1N=CC=N1)O)C ((S)-cyclopropyl(5-hydroxy-2-methyl-6-(2H-1,2,3-triazol-2-yl)-3,4-dihydroquinolin-1(2H)-yl)methanone), BrC1CCC1 (bromocyclobutane), C([O-])([O-])=O.[Cs+].[Cs+] (cesium carbonate). Solvent: C(C)#N (acetonitrile). Run at temperature 80 celsius, time 18 hour. Product: C1(CCC1)OC1=C2CC[C@@H](N(C2=CC=C1N1N=CC=N1)C(=O)C1CC1)C ((S)-(5-cyclobutoxy-2-methyl-6-(2H-1,2,3-triazol-2-yl)-3,4-dihydroquinolin-1(2H)-yl)(cyclopropyl)methanone). RXN SMILES: [CH:1]1([C:4]([N:6]2[C:15]3[C:10](=[C:11]([OH:21])[C:12]([N:16]4[N:20]=[CH:19][CH:18]=[N:17]4)=[CH:13][CH:14]=3)[CH2:9][CH2:8][C@@H:7]2[CH3:22])=[O:5])[CH2:3][CH2:2]1.Br[CH:24]1[CH2:27][CH2:26][CH2:25]1.C(=O)([O-])[O-].[Cs+].[Cs+]>C(#N)C>[CH:24]1([O:21][C:11]2[C:12]([N:16]3[N:17]=[CH:18][CH:19]=[N:20]3)=[CH:13][CH:14]=[C:15]3[C:10]=2[CH2:9][CH2:8][C@H:7]([CH3:22])[N:6]3[C:4]([CH:1]2[CH2:2][CH2:3]2)=[O:5])[CH2:27][CH2:26][CH2:25]1 |f:2.3.4|. Procedure details: A mixture of (S)-cyclopropyl(5-hydroxy-2-methyl-6-(2H-1,2,3-triazol-2-yl)-3,4-dihydroquinolin-1(2H)-yl)methanone (0.055 g, 0.18 mmol), bromocyclobutane (0.050 g, 0.37 mmol), and cesium carbonate (0.150 g, 0.46 mmol) in acetonitrile (5 mL) stirred for 18 h at 80° C. The reaction mixture was cooled to room temperature and filtered, and the filtrate was concentrated under vacuum. The residue was purified by preparative-HPLC with the following conditions (Waters 1): Column, XBridge Prep C18 OBD Colu... The reactants are C(C)(=O)O[BH-](OC(C)=O)OC(C)=O (triacetoxyborohydride), C(C)N1N=CC=2C1=NC(=C(C2NC2CCOCC2)CNC(=O)C2=CC(=CC(=C2)C)C(=O)NCC=2C=C(C=CC2)C2=CC(=CC=C2)C=O)CC (N-{[1,6-Diethyl-4-(tetrahydro-2H-pyran-4-ylamino)-1H-pyrazolo[3,4-b]pyridin-5-yl]methyl}-N′-[(3′-formyl-3-biphenylyl)methyl]-5-methyl-1,3-benzenedicarboxamide), C[C@@H]1N(CCNC1)C(=O)OC(C)(C)C (1,1-dimethylethyl (2S)-2-methyl-1-piperazinecarboxylate), C(C)(=O)O (acetic acid), VX-2500. The solvent is CS(=O)C (DMSO). Conditions: time 8 hour. The product is C(C)N1N=CC=2C1=NC(=C(C2NC2CCOCC2)CNC(=O)C2=CC(=CC(=C2)C)C(=O)NCC=2C=C(C=CC2)C2=CC(=CC=C2)CN2C[C@@H](NCC2)C)CC (N-{[1,6-Diethyl-4-(tetrahydro-2H-pyran-4-ylamino)-1H-pyrazolo[3,4-b]pyridin-5-yl]methyl}-5-methyl-N′-[(3′-{[(3S)-3-methyl-1-piperazinyl]methyl}-3-biphenylyl)methyl]-1,3-benzenedicarboxamide). Yield: 67.3%. As a reaction SMILES: [CH2:1]([N:3]1[C:7]2=[N:8][C:9]([CH2:48][CH3:49])=[C:10]([CH2:19][NH:20][C:21]([C:23]3[CH:28]=[C:27]([CH3:29])[CH:26]=[C:25]([C:30]([NH:32][CH2:33][C:34]4[CH:35]=[C:36]([C:40]5[CH:45]=[CH:44][CH:43]=[C:42]([CH:46]=O)[CH:41]=5)[CH:37]=[CH:38][CH:39]=4)=[O:31])[CH:24]=3)=[O:22])[C:11]([NH:12][CH:13]3[CH2:18][CH2:17][O:16][CH2:15][CH2:14]3)=[C:6]2[CH:5]=[N:4]1)[CH3:2].[CH3:50][C@H:51]1[CH2:56][NH:55][CH2:54][CH2:53][N:52]1C(OC(C)(C)C)=O.C(O)(=O)C.C(O[BH-](OC(=O)C)OC(=O)C)(=O)C>CS(C)=O>[CH2:1]([N:3]1[C:7]2=[N:8][C:9]([CH2:48][CH3:49])=[C:10]([CH2:19][NH:20][C:21]([C:23]3[CH:28]=[C:27]([CH3:29])[CH:26]=[C:25]([C:30]([NH:32][CH2:33][C:34]4[CH:35]=[C:36]([C:40]5[CH:45]=[CH:44][CH:43]=[C:42]([CH2:46][N:55]6[CH2:54][CH2:53][NH:52][C@@H:51]([CH3:50])[CH2:56]6)[CH:41]=5)[CH:37]=[CH:38][CH:39]=4)=[O:31])[CH:24]=3)=[O:22])[C:11]([NH:12][CH:13]3[CH2:14][CH2:15][O:16][CH2:17][CH2:18]3)=[C:6]2[CH:5]=[N:4]1)[CH3:2]. Reported procedure: N-{[1,6-Diethyl-4-(tetrahydro-2H-pyran-4-ylamino)-1H-pyrazolo[3,4-b]pyridin-5-yl]methyl}-N′-[(3′-formyl-3-biphenylyl)methyl]-5-methyl-1,3-benzenedicarboxamide (30 mg, 0.046 mmol), 1,1-dimethylethyl (2S)-2-methyl-1-piperazinecarboxylate (91 mg, 0.46 mmol, 10 eq) and acetic acid (2.61 μL, 0.046 mmol, 1 eq) were dissolved in DMSO (1.5 mL). The mixture was stirred in a VX-2500 Multi-Tube Vortexer overnight at room temperature. MP-triacetoxyborohydride (137 mg, 0.319 mmol, 7 eq) was then added and th... Reactants: CC1=NOC(=C1C(=O)O)C1=CC=CC=C1 (3-Methyl-5-phenyl-4-isoxazolecarboxylic acid), N1C(CCC1)CC=1C=NC=CC1 (3-(pyrrolidin-2-ylmethyl)pyridine), F[B-](F)(F)F.N1(N=NC2=C1C=CC=C2)OC(=[N+](C)C)N(C)C (O-(benzotriazol-1-yl)-N,N,N′,N′-tetramethyluronium tetrafluoroborate), C(C)(C)N(CC)C(C)C (diisopropylethylamine). Solvent: CN(C=O)C (dimethylformamide). The product is CC1=NOC(=C1C(=O)N1C(CCC1)CC=1C=NC=CC1)C1=CC=CC=C1 (3-({1-[(3-methyl-5-phenylisoxazol-4-yl)carbonyl]pyrrolidin-2-yl}methyl)pyridine). As a reaction SMILES: [CH3:1][C:2]1[C:6]([C:7]([OH:9])=O)=[C:5]([C:10]2[CH:15]=[CH:14][CH:13]=[CH:12][CH:11]=2)[O:4][N:3]=1.[NH:16]1[CH2:20][CH2:19][CH2:18][CH:17]1[CH2:21][C:22]1[CH:23]=[N:24][CH:25]=[CH:26][CH:27]=1.F[B-](F)(F)F.N1(OC(N(C)C)=[N+](C)C)C2C=CC=CC=2N=N1.C(N(C(C)C)CC)(C)C>CN(C)C=O>[CH3:1][C:2]1[C:6]([C:7]([N:16]2[CH2:20][CH2:19][CH2:18][CH:17]2[CH2:21][C:22]2[CH:23]=[N:24][CH:25]=[CH:26][CH:27]=2)=[O:9])=[C:5]([C:10]2[CH:15]=[CH:14][CH:13]=[CH:12][CH:11]=2)[O:4][N:3]=1 |f:2.3|. Procedure: 3-Methyl-5-phenyl-4-isoxazolecarboxylic acid (40 mg, 0.197 mmol), 3-(pyrrolidin-2-ylmethyl)pyridine (50.5 mg, 0.215 mmol), O-(benzotriazol-1-yl)-N,N,N′,N′-tetramethyluronium tetrafluoroborate (86.2 mg, 0.268 mmol) and diisopropylethylamine (25.4 mg, 0.197 mmol) were mixed in dimethylformamide (1.0 mL) and stirred at room temperature. Solvent was evaporated in vacuo, and the residue was taken up in methanol (1 mL), filtered and purified by preparative chromatography. The combined fractions were p... Starting materials: Cl.OC=1C=C(CCN)C=CC1O (3,4-dihydroxyphenethylamine hydrochloride), C(C)OC(CNC=1SC=NN1)OCC ((1,3,4-thiadiazol-2-yl)aminoacetaldehyde diethyl acetal). The reagents and catalysts are Cl (hydrochloric acid). Solvent: C(C)O (ethanol), O (water). The product is Cl.S1C(=NN=C1)NCC1NCCC2=CC(=C(C=C12)O)O (1-(1,3,4-thiadiazol-2-yl)aminomethyl-6,7-dihydroxy-1,2,3,4-tetrahydroisoquinoline hydrochloride). The yield is 33.5%. Reaction SMILES: [ClH:1].[OH:2][C:3]1[CH:4]=[C:5]([CH:9]=[CH:10][C:11]=1[OH:12])[CH2:6][CH2:7][NH2:8].C(O[CH:16](OCC)[CH2:17][NH:18][C:19]1[S:20][CH:21]=[N:22][N:23]=1)C>Cl.C(O)C.O>[ClH:1].[S:20]1[CH:21]=[N:22][N:23]=[C:19]1[NH:18][CH2:17][CH:16]1[C:9]2[C:5](=[CH:4][C:3]([OH:2])=[C:11]([OH:12])[CH:10]=2)[CH2:6][CH2:7][NH:8]1 |f:0.1,6.7|. Procedure: Conc. hydrochloric acid (2 drops) was added to a solution of 3,4-dihydroxyphenethylamine hydrochloride (1.8 g.) and (1,3,4-thiadiazol-2-yl)aminoacetaldehyde diethyl acetal (3.1 g.) in a mixture of ethanol (60 ml) and water (15 ml.). The resulting mixture was refluxed for 18 hours. After cooling, the reaction mixture was allowed to stand at ambient temperature. Precipitating crystals were collected by filtration and washed with ethanol to give 1-(1,3,4-thiadiazol-2-yl)aminomethyl-6,7-dihydroxy-1,... Reactants: CCCC=CC(=O)O, CN(C)c1ccncc1, C(=NC1CCCCC1)=NC1CCCCC1, ClCCl, CCCCCCc1ccc(-c2ccc(-c3ccc(O)s3)cc2)cc1. The product is CCCC=CC(=O)Oc1ccc(-c2ccc(-c3ccc(CCCCCC)cc3)cc2)s1. Reaction SMILES: [C:40]([CH:41]=[CH:42][CH2:43][CH2:44][CH3:45])(=[O:46])[OH:47].[CH3:48][N:49]([CH3:50])[c:51]1[cH:52][cH:53][n:54][cH:55][cH:56]1.[CH:1]1([N:2]=[C:3]=[N:4][CH:5]2[CH2:6][CH2:7][CH2:8][CH2:9][CH2:10]2)[CH2:11][CH2:12][CH2:13][CH2:14][CH2:15]1.[Cl:57][CH2:58][Cl:59].[OH:16][c:17]1[s:18][c:19](-[c:22]2[cH:23][cH:24][c:25](-[c:28]3[cH:29][cH:30][c:31]([CH2:34][CH2:35][CH2:36][CH2:37][CH2:38][CH3:39])[cH:32][cH:33]3)[cH:26][cH:27]2)[cH:20][cH:21]1>>[O:16]([c:17]1[s:18][c:19](-[c:22]2[cH:23][cH:24][c:25](-[c:28]3[cH:29][cH:30][c:31]([CH2:34][CH2:35][CH2:36][CH2:37][CH2:38][CH3:39])[cH:32][cH:33]3)[cH:26][cH:27]2)[cH:20][cH:21]1)[C:40]([CH:41]=[CH:42][CH2:43][CH2:44][CH3:45])=[O:46].